Dataset: the Open Reaction Database (ORD), a public repository of structured organic reaction records. Task: describe an organic reaction: reactants, conditions, products, and yield The reactants are Cc1nc(O)cc(-c2ccc(F)cc2)n1, N, O, O=P(Cl)(Cl)Cl. Product: Cc1nc(Cl)cc(-c2ccc(F)cc2)n1. As a reaction SMILES: [F:1][c:2]1[cH:3][cH:4][c:5](-[c:8]2[n:9][c:10]([CH3:15])[n:11][c:12]([OH:14])[cH:13]2)[cH:6][cH:7]1.[NH3:21].[OH2:22].[P:16]([Cl:17])([Cl:18])([Cl:19])=[O:20]>>[F:1][c:2]1[cH:3][cH:4][c:5](-[c:8]2[n:9][c:10]([CH3:15])[n:11][c:12]([Cl:18])[cH:13]2)[cH:6][cH:7]1. The reactants are CCCCCC, CS(C)=O, CCOC(C)=O, Clc1ccc(CCN2CCCCC(Cl)C2)cc1, [H-], [Na+], [Na+], O=C([O-])O, c1ccc2c(c1)COc1ccccc1N2. The product is Clc1ccc(CCN2CCCCC2CN2c3ccccc3COc3ccccc32)cc1. As a reaction SMILES: [CH3:35][CH2:36][CH2:37][CH2:38][CH2:39][CH3:40].[CH3:41][S:42](=[O:43])[CH3:44].[CH3:50][CH2:51][O:52][C:53](=[O:54])[CH3:55].[Cl:18][CH:19]1[CH2:20][N:21]([CH2:26][CH2:27][c:28]2[cH:29][cH:30][c:31]([Cl:34])[cH:32][cH:33]2)[CH2:22][CH2:23][CH2:24][CH2:25]1.[H-:1].[Na+:2].[Na+:45].[OH:46][C:47](=[O:48])[O-:49].[cH:3]1[cH:4][cH:5][cH:6][c:7]2[c:13]1[CH2:12][O:11][c:10]1[c:9]([cH:17][cH:16][cH:15][cH:14]1)[NH:8]2>>[cH:3]1[cH:4][cH:5][cH:6][c:7]2[c:13]1[CH2:12][O:11][c:10]1[c:9]([cH:17][cH:16][cH:15][cH:14]1)[N:8]2[CH2:19][CH:20]1[N:21]([CH2:26][CH2:27][c:28]2[cH:29][cH:30][c:31]([Cl:34])[cH:32][cH:33]2)[CH2:22][CH2:23][CH2:24][CH2:25]1. The reactants are C(C)OC(=O)C1=C(N(C2=CC=C(C=C12)OC1=NC=CC=C1C(N)=O)C1=CC=C(C=C1)OC(F)(F)F)CC(=O)OCC (5-(3-Carbamoylpyridin-2-yl-oxy)-2-ethoxycarbonylmethyl-1-(4-trifluoromethoxyphenyl)indole-3-carboxylic acid ethyl ester), [OH-].[Na+] (NaOH), CCO (EtOH). The solvent is O (H2O). Reaction conditions: temperature 55 celsius, time 3 hour. Product: C(C)OC(=O)C1=C(N(C2=CC=C(C=C12)OC1=NC=CC=C1C(N)=O)C1=CC=C(C=C1)OC(F)(F)F)CC(=O)O (5-(3-Carbamoylpyridin-2-yloxy)-2-carboxymethyl-1-(4-trifluoromethoxyphenyl)indole-3-carboxylic acid ethyl ester). Reaction SMILES: [CH2:1]([O:3][C:4]([C:6]1[C:14]2[C:9](=[CH:10][CH:11]=[C:12]([O:15][C:16]3[C:21]([C:22](=[O:24])[NH2:23])=[CH:20][CH:19]=[CH:18][N:17]=3)[CH:13]=2)[N:8]([C:25]2[CH:30]=[CH:29][C:28]([O:31][C:32]([F:35])([F:34])[F:33])=[CH:27][CH:26]=2)[C:7]=1[CH2:36][C:37]([O:39]CC)=[O:38])=[O:5])[CH3:2].[OH-].[Na+].CCO>O>[CH2:1]([O:3][C:4]([C:6]1[C:14]2[C:9](=[CH:10][CH:11]=[C:12]([O:15][C:16]3[C:21]([C:22](=[O:24])[NH2:23])=[CH:20][CH:19]=[CH:18][N:17]=3)[CH:13]=2)[N:8]([C:25]2[CH:30]=[CH:29][C:28]([O:31][C:32]([F:35])([F:34])[F:33])=[CH:27][CH:26]=2)[C:7]=1[CH2:36][C:37]([OH:39])=[O:38])=[O:5])[CH3:2] |f:1.2|. Reported procedure: A mixture of 5-(3-carbamoylpyridin-2-yl-oxy)-2-ethoxycarbonylmethyl-1-(4-trifluoromethoxy-phenyl)indole-3-carboxylic acid ethyl ester (86 mg, 0.15 mmol, see step (a) above), NaOH (aq, 1M, 0.45 mL), EtOH (1 mL) and H2O (1 mL) was stirred at 55° C. for 3 h, cooled, filtered through Celite® and acidified to pH 4 with HCl (aq, 2M). The solid was filtered off, washed with H2O and purified by chromatography and recrystallisation from EtOAc. Yield 36 mg (46%), mp 128-130° C. Reactants: CC(=O)OC(C)=O, CC(CCC(=O)O)C(=O)O, N. The product is CC1CCC(=O)NC1=O. As a reaction SMILES: [CH3:1][C:2]([O:3][C:4](=[O:5])[CH3:6])=[O:7].[CH3:8][CH:9]([C:10](=[O:11])[OH:16])[CH2:13][CH2:14][C:15](=[O:12])[OH:17].[NH3:18]>>[CH3:8][CH:9]1[C:10](=[O:11])[NH:18][C:15](=[O:17])[CH2:14][CH2:13]1.